Dataset: the Open Reaction Database (ORD), a public repository of structured organic reaction records. Task: describe an organic reaction: reactants, conditions, products, and yield Starting materials: CC(=O)O, [H][H], CCCCCCCCCCCCCCCCCCOCC(COP(=O)([O-])OCCCCCCCC[N+](C)(C)C)OCc1ccccc1. The product is CCCCCCCCCCCCCCCCCCOCC(O)COP(=O)([O-])OCCCCCCCC[N+](C)(C)C. As a reaction SMILES: [CH3:50][C:51](=[O:52])[OH:53].[H:48][H:49].[P:1](=[O:2])([O:3][CH2:4][CH:5]([CH2:6][O:7][CH2:8][CH2:9][CH2:10][CH2:11][CH2:12][CH2:13][CH2:14][CH2:15][CH2:16][CH2:17][CH2:18][CH2:19][CH2:20][CH2:21][CH2:22][CH2:23][CH2:24][CH3:25])[O:26][CH2:27][c:28]1[cH:29][cH:30][cH:31][cH:32][cH:33]1)([O:34][CH2:35][CH2:36][CH2:37][CH2:38][CH2:39][CH2:40][CH2:41][CH2:42][N+:43]([CH3:44])([CH3:45])[CH3:46])[O-:47]>>[P:1](=[O:2])([O:3][CH2:4][CH:5]([CH2:6][O:7][CH2:8][CH2:9][CH2:10][CH2:11][CH2:12][CH2:13][CH2:14][CH2:15][CH2:16][CH2:17][CH2:18][CH2:19][CH2:20][CH2:21][CH2:22][CH2:23][CH2:24][CH3:25])[OH:26])([O:34][CH2:35][CH2:36][CH2:37][CH2:38][CH2:39][CH2:40][CH2:41][CH2:42][N+:43]([CH3:44])([CH3:45])[CH3:46])[O-:47]. Reactants: ester, NC=C(C=O)C1=CC=CC=C1 (3-amino-2-phenyl-2-propenal), O=C1NC=C(C=C1C(=O)OC)C1=CC=CC=C1 (methyl 1,2-dihydro-2-oxo-5-phenyl-3-pyridinecarboxylate), C(CC(=O)OC)(=O)OC (dimethyl malonate), C[O-].[Na+] (sodium methoxide), Cl (hydrochloric acid). As a reaction SMILES: NC=C(C1C=CC=CC=1)C=O.C(OC)(=O)CC(OC)=O.C[O-].[Na+].[O:24]=[C:25]1[C:30]([C:31]([O:33]C)=[O:32])=[CH:29][C:28]([C:35]2[CH:40]=[CH:39][CH:38]=[CH:37][CH:36]=2)=[CH:27][NH:26]1.Cl>CO>[O:24]=[C:25]1[C:30]([C:31]([OH:33])=[O:32])=[CH:29][C:28]([C:35]2[CH:40]=[CH:39][CH:38]=[CH:37][CH:36]=2)=[CH:27][NH:26]1 |f:2.3|. Product: O=C1NC=C(C=C1C(=O)O)C1=CC=CC=C1 (1,2-Dihydro-2-oxo-5-phenyl-3-pyridinecarboxylic acid). Procedure details: A mixture of 25.49 g. of 3-amino-2-phenyl-2-propenal and 27.32 g. of dimethyl malonate is reacted with 18.36 g. of sodium methoxide in one liter of methanol. The solution is stirred for 2 hours at room temperature and then is heated at reflux temperature for 3 hours. The resulting mixture is cooled and filtered to collect the precipitate. The solid is suspended in water and acidified with 10% aqueous hydrochloric acid to give a white solid. The solid is collected and washed with water followed b... Reaction conditions: time 2 hour. Solvent: CO (methanol). Starting materials: CN(/C=C/C(=O)C1=C(N=C(S1)N=CN(C)C)C)C (N′-[5-((E)-3-dimethylamino-acryloyl)-4-methyl-thiazol-2-yl]-N,N-dimethyl-formamidine), ClC1=C(C(=CC=C1)Cl)CC(=N)N (2,6-dichlorophenylacetamidine), COCCO (2-methoxyethanol), [OH-].[Na+] (NaOH). Solvent: O (water). Run at time 30 minute. Yields the product ClC1=C(CC2=NC=CC(=N2)C2=C(N=C(S2)N)C)C(=CC=C1)Cl (5-[2-(2,6-dichloro-benzyl)-pyrimidin-4-yl]-4-methyl-thiazol-2-ylamine). RXN SMILES: CN(C)/[CH:3]=[CH:4]/[C:5]([C:7]1[S:11][C:10]([N:12]=CN(C)C)=[N:9][C:8]=1[CH3:17])=O.[Cl:19][C:20]1[CH:25]=[CH:24][CH:23]=[C:22]([Cl:26])[C:21]=1[CH2:27][C:28]([NH2:30])=[NH:29].COCCO.[OH-].[Na+]>O>[Cl:19][C:20]1[CH:25]=[CH:24][CH:23]=[C:22]([Cl:26])[C:21]=1[CH2:27][C:28]1[N:30]=[C:5]([C:7]2[S:11][C:10]([NH2:12])=[N:9][C:8]=2[CH3:17])[CH:4]=[CH:3][N:29]=1 |f:3.4|. Procedure: A mixture of N′-[5-((E)-3-dimethylamino-acryloyl)-4-methyl-thiazol-2-yl]-N,N-dimethyl-formamidine (1 g), 2,6-dichlorophenylacetamidine (0.90 g) and 2-methoxyethanol (3.8 ml) is stirred at room temperature for 30 minutes. NaOH (0.3 g) is added and the mixture stirred at 125° C. for 1 hr. After cooling to room temperature water is added and the mixture evaporated to dryness and then purified by normal phase chromatography on silica gel eluting with a gradient from CH2Cl2 to EtOAc to give the title... Reactants: Aluminum alkoxide, [Al] (aluminum), [O-]CC.[Mg+2].[O-]CC (magnesium ethoxide), Magnesium alkoxide, clear solution. Yields the product [O-]CC.[Mg+2].[O-]CC.CC([O-])C.[Al+3].CC([O-])C.CC([O-])C (Magnesium Ethoxide Aluminum Isopropoxide). RXN SMILES: [Al:1].[O-:2][CH2:3][CH3:4].[Mg+2:5].[O-:6][CH2:7][CH3:8]>>[O-:2][CH2:3][CH3:4].[Mg+2:5].[O-:6][CH2:7][CH3:8].[CH3:4][CH:3]([CH3:7])[O-:2].[Al+3:1].[CH3:4][CH:3]([CH3:7])[O-:2].[CH3:4][CH:3]([CH3:7])[O-:2] |f:1.2.3,4.5.6.7.8.9.10|. Procedure: One gram (5 mmoles) of aluminum ispropoxide was dissolved in 10 ml of Freon TF solvent and 0.7 grams (6 mmoles) of magnesium ethoxide added. After mixing in an ultra-sonic bath, followed by settling of suspended matter, 3 ml of the clear solution was analyzed for Mg and Al. Theory Al: 1.5 mmole, Found Al: 1.5 mmole. Theory Mg: 1.8 mmoles, Found Mg: 0.08 mmoles. Conclusion: Little effect of Aluminum alkoxide on solubility of Magnesium alkoxide in Freon TF, and therefore not a useful system for de... Starting materials: ClC=C(C(C(C)C)=O)CCC (1-Chloro-4-methyl-2-propyl-pent-1-en-3-one), C(C)OC(CS)=O (mercaptoacetic acid ethyl ester), Intermediate A7. Yields the product C(C)(C)C1=C(SC=C1CCC)C(=O)O (3-isopropyl-4-propyl-thiophene-2-carboxylic acid). Isolated yield 30.5%. RXN SMILES: Cl[CH:2]=[C:3]([CH2:9][CH2:10][CH3:11])[C:4](=O)[CH:5]([CH3:7])[CH3:6].C([O:14][C:15](=[O:18])[CH2:16][SH:17])C>>[CH:5]([C:4]1[C:3]([CH2:9][CH2:10][CH3:11])=[CH:2][S:17][C:16]=1[C:15]([OH:18])=[O:14])([CH3:7])[CH3:6]. Procedure details: 1-Chloro-4-methyl-2-propyl-pent-1-en-3-one (29.7 g, 170 mmol) is reacted with mercaptoacetic acid ethyl ester (40.9 g, 340 mmol) in analogy to the procedure given for Intermediate A7 to give 3-isopropyl-4-propyl-thiophene-2-carboxylic acid (11.0 g) as colourless crystals; 1H NMR (CD3OD): δ 7.21 (s, 1H), 3.83 (hept, J=7.0 Hz, 1H), 2.60 (t, J=7.6 Hz, 2H), 1.70-1.56 (m, 2H), 1.33 (d, J=7.6 Hz, 6H), 0.99 (t, J=7.6 Hz, 3H). Reactants: OCCCNC(CCCCCCC\C=C/C\C=C/CCCCC)=O (N-(3-Hydroxypropyl)linoleamide), CC1(OCC(C(O1)C(=O)NCCC(=O)O)(C)C)C (3-[N-(2,2,5,5-tetramethyl-1,3-dioxane-4-carbonyl)amino]propionic acid). Yields the product CC1(OCC(C(O1)C(=O)NCCC(=O)OCCCNC(CCCCCCC\C=C/C\C=C/CCCCC)=O)(C)C)C (3-(N-Linoleoylamino)propyl 3-[N-(2,2,5,5-tetramethyl-1,3-dioxane-4-carbonyl)amino]propionate). Isolated yield 67.0%. RXN SMILES: [OH:1][CH2:2][CH2:3][CH2:4][NH:5][C:6](=[O:24])[CH2:7][CH2:8][CH2:9][CH2:10][CH2:11][CH2:12][CH2:13]/[CH:14]=[CH:15]\[CH2:16]/[CH:17]=[CH:18]\[CH2:19][CH2:20][CH2:21][CH2:22][CH3:23].[CH3:25][C:26]1([CH3:42])[O:31][CH:30]([C:32]([NH:34][CH2:35][CH2:36][C:37](O)=[O:38])=[O:33])[C:29]([CH3:41])([CH3:40])[CH2:28][O:27]1>>[CH3:25][C:26]1([CH3:42])[O:31][CH:30]([C:32]([NH:34][CH2:35][CH2:36][C:37]([O:1][CH2:2][CH2:3][CH2:4][NH:5][C:6](=[O:24])[CH2:7][CH2:8][CH2:9][CH2:10][CH2:11][CH2:12][CH2:13]/[CH:14]=[CH:15]\[CH2:16]/[CH:17]=[CH:18]\[CH2:19][CH2:20][CH2:21][CH2:22][CH3:23])=[O:38])=[O:33])[C:29]([CH3:41])([CH3:40])[CH2:28][O:27]1. Procedure details: N-(3-Hydroxypropyl)linoleamide (3.38 g) and 2.59 g of 3-[N-(2,2,5,5-tetramethyl-1,3-dioxane-4-carbonyl)amino]propionic acid were reacted in the same manner as in Example 15 to obtain of the title compound (yield: 67%) The reactants are FC=1C(=NC(=NC1)O)N=CN(C)C (N′-(5-fluoro-2-hydroxy-pyrimidin-4-yl)-N,N-dimethylformamidine), C1(CCCC1)N=C=O (cyclopentyl isocyanate). Run in C(Cl)Cl (CH2Cl2). Conditions: time 3 hour. Yields the product NC1=NC(N(C=C1F)C(=O)NC1CCCC1)=O (4-amino-N-cyclopentyl-5-fluoro-2-oxopyrimidine-1(2H)-carboxamide). The yield is 5.6%. Reaction SMILES: [F:1][C:2]1[C:3]([N:9]=CN(C)C)=[N:4][C:5]([OH:8])=[N:6][CH:7]=1.[CH:14]1([N:19]=[C:20]=[O:21])[CH2:18][CH2:17][CH2:16][CH2:15]1>C(Cl)Cl>[NH2:9][C:3]1[C:2]([F:1])=[CH:7][N:6]([C:20]([NH:19][CH:14]2[CH2:18][CH2:17][CH2:16][CH2:15]2)=[O:21])[C:5](=[O:8])[N:4]=1. Reported procedure: To a suspension of N′-(5-fluoro-2-hydroxy-pyrimidin-4-yl)-N,N-dimethylformamidine (0.25 g, 1.35 mmol) in CH2Cl2 (5 mL) was added cyclopentyl isocyanate (0.168 mL, 1.49 mmol) forming a solution that was stirred at room temperature for 3 h. The solvent was removed to give a solid residue that was purified by reverse phase chromatography (gradient, CH3CN/H2O) to yield 4-amino-N-cyclopentyl-5-fluoro-2-oxopyrimidine-1(2H)-carboxamide (0.018 g, 5%) as a white solid: mp 294-297° C.; 1H NMR (300 MHz, DM...